This data is from the Open Reaction Database (ORD), a public repository of structured organic reaction records. The task is: describe an organic reaction: reactants, conditions, products, and yield The reactants are C([O-])([O-])=O.[K+].[K+] (potassium carbonate), ice water, C([O-])([O-])=O.[Na+].[Na+] (sodium carbonate), Cl.NCC(=O)NC (2-amino-N-methylacetamide hydrochloride), P(=O)(Cl)(Cl)Cl (phosphoryl trichloride), P(=O)(Cl)(Cl)Cl (Phosphoryl trichloride). Run in O1CCOCC1 (1,4-dioxane), CN(C)C=O (DMF). Reaction conditions: time 8 hour. The product is ClC1=C(N=CN1C)C=O (5-chloro-1-methyl-1H-imidazole-4-carbaldehyde). Isolated yield 23.0%. Reaction SMILES: P(Cl)(Cl)(Cl)=O.[ClH:6].[NH2:7][CH2:8][C:9]([NH:11][CH3:12])=O.[C:13](=[O:16])([O-])[O-].[Na+].[Na+].[C:19](=O)([O-])[O-].[K+].[K+]>O1CCOCC1.CN(C=O)C>[Cl:6][C:9]1[N:11]([CH3:12])[CH:19]=[N:7][C:8]=1[CH:13]=[O:16] |f:1.2,3.4.5,6.7.8|. Reported procedure: Phosphoryl trichloride (1 mL, 11 mmol) was added slowly to a 0° C. solution of DMF (22 mL), followed by 2-amino-N-methylacetamide hydrochloride (2.5 g, 20 mmol). The mixture was warmed at room temperature and stirred at 60° C. before phosphoryl trichloride (35 mL, 390 mmol) was added slowly. The solution was stirred at 90° C. overnight. After cooling to room temperature, the mixture was poured into ice/water (500 mL). Solid sodium carbonate was added until pH 6-7 was reached. The mixture was ext...